This data is from the Open Reaction Database (ORD), a public repository of structured organic reaction records. The task is: describe an organic reaction: reactants, conditions, products, and yield Run at temperature 95 celsius. Reported procedure: A mixture of 22.6 grams (0.1 mole) of 3',5'-dinitro-4'-hydroxyacetophenone, 19.0 grams of p-toluenesulfonyl chloride (0.1 mole), 16.0 grams (0.107 mole) of diethylaniline, and 18.0 grams of nitrobenzene was heated at about 95° C. for 8 hours. The reaction mixture was poured into 200 milliliters of 10 percent aqueous hydrochloric acid and the nitrobenzene steam distilled from the mixture. The residue was cooled to room temperature, the aqueous layer decanted, and the dark oil which slowly solidif... The yield is 87.5%. Product: ClC1=C(C=C(C=C1[N+](=O)[O-])C(C)=O)[N+](=O)[O-] (4'-Chloro-3',5'-dinitroacetophenone). Reactants: [N+](=O)([O-])C=1C=C(C=C(C1O)[N+](=O)[O-])C(C)=O (3',5'-dinitro-4'-hydroxyacetophenone), C1(=CC=C(C=C1)S(=O)(=O)Cl)C (p-toluenesulfonyl chloride), CCN(CC)C=1C=CC=CC1 (diethylaniline), [N+](=O)([O-])C1=CC=CC=C1 (nitrobenzene). Run in Cl (hydrochloric acid). RXN SMILES: [N+:1]([C:4]1[CH:5]=[C:6]([C:14](=[O:16])[CH3:15])[CH:7]=[C:8]([N+:11]([O-:13])=[O:12])[C:9]=1O)([O-:3])=[O:2].C1(C)C=CC(S([Cl:26])(=O)=O)=CC=1.CCN(C1C=CC=CC=1)CC.[N+](C1C=CC=CC=1)([O-])=O>Cl>[Cl:26][C:9]1[C:4]([N+:1]([O-:3])=[O:2])=[CH:5][C:6]([C:14](=[O:16])[CH3:15])=[CH:7][C:8]=1[N+:11]([O-:13])=[O:12]. Starting materials: ClC1=CC(=NC(=N1)OC)NCCC1=CC=C(C=C1)OC ((6-chloro-2-methoxy-pyrimidin-4-yl)-[2-(4-methoxy-phenyl)-ethyl]-amine), COC1=NC=C(C=C1)B(O)O (2-methoxy-5-pyridyl-boronic acid), C(=O)([O-])[O-].[Cs+].[Cs+] (Cs2CO3). The reagents and catalysts are C=1C=CC(=CC1)[P](C=2C=CC=CC2)(C=3C=CC=CC3)[Pd]([P](C=4C=CC=CC4)(C=5C=CC=CC5)C=6C=CC=CC6)([P](C=7C=CC=CC7)(C=8C=CC=CC8)C=9C=CC=CC9)[P](C=1C=CC=CC1)(C=1C=CC=CC1)C=1C=CC=CC1 (tetrakis(triphenylphosphine)palladium). Solvent: COCCOC (ethylene glycol dimethyl ether), O (water), O (water). Reaction conditions: temperature 85 celsius. The product is COC1=NC(=CC(=N1)NCCC1=CC=C(C=C1)OC)C=1C=NC(=CC1)OC ([2-methoxy-6-(6-methoxy-pyridin-3-yl)-pyrimidin-4-yl]-[2-(4-methoxy-phenyl)-ethyl]-amine). Yield: 100.0%. As a reaction SMILES: Cl[C:2]1[N:7]=[C:6]([O:8][CH3:9])[N:5]=[C:4]([NH:10][CH2:11][CH2:12][C:13]2[CH:18]=[CH:17][C:16]([O:19][CH3:20])=[CH:15][CH:14]=2)[CH:3]=1.[CH3:21][O:22][C:23]1[CH:28]=[CH:27][C:26](B(O)O)=[CH:25][N:24]=1.C([O-])([O-])=O.[Cs+].[Cs+]>COCCOC.O.C1C=CC([P]([Pd]([P](C2C=CC=CC=2)(C2C=CC=CC=2)C2C=CC=CC=2)([P](C2C=CC=CC=2)(C2C=CC=CC=2)C2C=CC=CC=2)[P](C2C=CC=CC=2)(C2C=CC=CC=2)C2C=CC=CC=2)(C2C=CC=CC=2)C2C=CC=CC=2)=CC=1>[CH3:9][O:8][C:6]1[N:5]=[C:4]([NH:10][CH2:11][CH2:12][C:13]2[CH:18]=[CH:17][C:16]([O:19][CH3:20])=[CH:15][CH:14]=2)[CH:3]=[C:2]([C:26]2[CH:25]=[N:24][C:23]([O:22][CH3:21])=[CH:28][CH:27]=2)[N:7]=1 |f:2.3.4,^1:48,50,69,88|. Reported procedure: A mixture of (6-chloro-2-methoxy-pyrimidin-4-yl)-[2-(4-methoxy-phenyl)-ethyl]-amine (600 mg, 2.04 mmol), 2-methoxy-5-pyridyl-boronic acid (469 mg, 3.06 mmol, prepared according to the procedure described in J. Org. Chem., 2002, 67, 7541), and Cs2CO3 (1.66 g, 5.11 mmol) in ethylene glycol dimethyl ether (8 mL) and water (2 mL), at room temperature, is degassed with argon gas for 5 minutes and treated with tetrakis(triphenylphosphine)palladium (0) (118 mg, 0.1 mmol). The mixture is heated at 85° C... The reactants are COC(CC(=O)O)=O (3-methoxy-3-oxopropanoic acid), Cl.NCC(=O)OC (methyl 2-aminoacetate hydrochloride), N1(CCNCC1)C(=O)OCC1=CC(=CC=C1)C1=C2CCCN(C2=CC=C1)C(CCCOC1=C(C(=CC=C1)C)C)=O (3-(1-(4-(2,3-dimethylphenoxy)butanoyl)-1,2,3,4-tetrahydroquinolin-5-yl)benzyl piperazine-1-carboxylate). The product is CC1=C(OCCCC(=O)N2CCCC3=C(C=CC=C23)C=2C=C(COC(=O)N3CCN(CC3)C(CC(=O)O)=O)C=CC2)C=CC=C1C (3-(4-((3-(1-(4-(2,3-Dimethylphenoxy)butanoyl)-1,2,3,4-tetrahydroquinolin-5-yl)benzyloxy)carbonyl)piperazin-1-yl)-3-oxopropanoic acid). Reaction SMILES: CO[C:3](=[O:8])[CH2:4][C:5]([OH:7])=[O:6].Cl.NCC(OC)=O.[N:16]1([C:22]([O:24][CH2:25][C:26]2[CH:31]=[CH:30][CH:29]=[C:28]([C:32]3[CH:41]=[CH:40][CH:39]=[C:38]4[C:33]=3[CH2:34][CH2:35][CH2:36][N:37]4[C:42](=[O:55])[CH2:43][CH2:44][CH2:45][O:46][C:47]3[CH:52]=[CH:51][CH:50]=[C:49]([CH3:53])[C:48]=3[CH3:54])[CH:27]=2)=[O:23])[CH2:21][CH2:20][NH:19][CH2:18][CH2:17]1>>[CH3:54][C:48]1[C:49]([CH3:53])=[CH:50][CH:51]=[CH:52][C:47]=1[O:46][CH2:45][CH2:44][CH2:43][C:42]([N:37]1[C:38]2[C:33](=[C:32]([C:28]3[CH:27]=[C:26]([CH:31]=[CH:30][CH:29]=3)[CH2:25][O:24][C:22]([N:16]3[CH2:21][CH2:20][N:19]([C:3](=[O:8])[CH2:4][C:5]([OH:7])=[O:6])[CH2:18][CH2:17]3)=[O:23])[CH:41]=[CH:40][CH:39]=2)[CH2:34][CH2:35][CH2:36]1)=[O:55] |f:1.2|. Procedure: Example 128 was prepared using a procedure analogous to Example 126 except that Example 1 was replaced with 3-methoxy-3-oxopropanoic acid and methyl 2-aminoacetate hydrochloride was replaced with 3-(1-(4-(2,3-dimethylphenoxy)butanoyl)-1,2,3,4-tetrahydroquinolin-5-yl)benzyl piperazine-1-carboxylate. LCMS, [M+H]+=628.3. 1H NMR (400 MHz, MeOD) δ 7.54-7.42 (m, 2H), 7.41-7.31 (m, 2H), 7.30-7.14 (m, 3H), 7.06 (t, J=7.9 Hz, 1H), 6.79 (d, J=7.5 Hz, 1H), 6.75 (d, J=8.1 Hz, 1H), 5.25 (s, 2H), 3.97 (br, s,... Reactants: C(Cl)[C@@H]1CO1 ((S)-epichlorohydrin), Cl (hydrochloric acid), BrC1=C(C=C(C(=C1)F)F)F (1-bromo-2,4,5-trifluorobenzene), C(C)(C)[Mg]Cl (isopropylmagnesium chloride). Reagents/catalysts: [Cu](I)I (copper iodide). The solvent is O1CCCC1 (tetrahydrofuran), O1CCCC1 (tetrahydrofuran). Conditions: temperature 2.5 celsius, time 2 hour. The product is ClC[C@H](CC1=C(C=C(C(=C1)F)F)F)O ((S)-1-chloro-3-(2,4,5-trifluorophenyl)propane-2-ol). As a reaction SMILES: Br[C:2]1[CH:7]=[C:6]([F:8])[C:5]([F:9])=[CH:4][C:3]=1[F:10].C([Mg]Cl)(C)C.[CH2:16]([C@H:18]1[O:20][CH2:19]1)[Cl:17].Cl>[Cu](I)I.O1CCCC1>[Cl:17][CH2:16][C@@H:18]([OH:20])[CH2:19][C:2]1[CH:7]=[C:6]([F:8])[C:5]([F:9])=[CH:4][C:3]=1[F:10]. Reported procedure: 84.4 g of 1-bromo-2,4,5-trifluorobenzene and 42.1 mL of tetrahydrofuran were added to 250 mL flask, and the resulting reaction solution was cooled to −15-20° C. Under nitrogen atmosphere, 20 mL of isopropylmagnesium chloride [2.0 M tetrahydrofuran solution] was dropped to the reaction solution, and stirred at 0-5° C. for 2 hours to produce Grinard reagent. 31.6 mL of (S)-epichlorohydrin and 42.1 mL of tetrahydrofuran were added to another 250 mL flask; the resulting reaction solution was cooled ... Reactants: CC(C)(C)OC(=O)N1CCNCC1, COc1ccc(CSC2CC(C(=O)O)N(C(=O)OCc3ccc([N+](=O)[O-])cc3)C2)cc1, CC#N. The product is COc1ccc(CSC2CC(C(=O)N3CCN(C(=O)OC(C)(C)C)CC3)N(C(=O)OCc3ccc([N+](=O)[O-])cc3)C2)cc1. As a reaction SMILES: [C:32]([CH3:33])([CH3:34])([CH3:35])[O:36][C:37](=[O:38])[N:39]1[CH2:40][CH2:41][NH:42][CH2:43][CH2:44]1.[CH3:1][O:2][c:3]1[cH:4][cH:5][c:6]([CH2:7][S:8][CH:9]2[CH2:10][CH:11]([C:27](=[O:28])[OH:29])[N:12]([C:14](=[O:15])[O:16][CH2:17][c:18]3[cH:19][cH:20][c:21]([N+:24](=[O:25])[O-:26])[cH:22][cH:23]3)[CH2:13]2)[cH:30][cH:31]1.[CH3:45][C:46]#[N:47]>>[CH3:1][O:2][c:3]1[cH:4][cH:5][c:6]([CH2:7][S:8][CH:9]2[CH2:10][CH:11]([C:27](=[O:28])[N:42]3[CH2:41][CH2:40][N:39]([C:37]([O:36][C:32]([CH3:33])([CH3:34])[CH3:35])=[O:38])[CH2:44][CH2:43]3)[N:12]([C:14](=[O:15])[O:16][CH2:17][c:18]3[cH:19][cH:20][c:21]([N+:24](=[O:25])[O-:26])[cH:22][cH:23]3)[CH2:13]2)[cH:30][cH:31]1. The reactants are S1C(=CC=C1)CC(=O)O (thiolacetic acid), C1(=CC=CC=C1)P(C1=CC=CC=C1)C1=CC=CC=C1 (triphenylphosphine), CCOC(=O)/N=N/C(=O)OCC (diethylazodicarboxylate), C(C1=CC=CC=C1)OC(=O)N1CC(C1)O (1-Benzyloxycarbonyl-3-hydroxyazetidine). Run in C1CCOC1 (THF), O1CCCC1 (tetrahydrofuran), C1CCOC1 (THF). Run at temperature -78 celsius, time 20 hour. Product: C(C)(=O)SC1CN(C1)C(=O)OCC1=CC=CC=C1 (3-Acetylmercapto-1-benzyloxycarbonylazetidine). Reaction SMILES: C1(P(C2C=CC=CC=2)C2C=CC=CC=2)C=CC=CC=1.[CH3:20][CH2:21][O:22]C(/N=N/C(OCC)=O)=O.[S:32]1C=CC=C1CC(O)=O.[CH2:41]([O:48][C:49]([N:51]1[CH2:54][CH:53](O)[CH2:52]1)=[O:50])[C:42]1[CH:47]=[CH:46][CH:45]=[CH:44][CH:43]=1>O1CCCC1>[C:21]([S:32][CH:53]1[CH2:54][N:51]([C:49]([O:48][CH2:41][C:42]2[CH:47]=[CH:46][CH:45]=[CH:44][CH:43]=2)=[O:50])[CH2:52]1)(=[O:22])[CH3:20]. Reported procedure: To triphenylphosphine (4.40 g, 16.8 mmol) in tetrahydrofuran (25 mL, THF) at -78 ° C. was added diethylazodicarboxylate (2.60 mL, 16.5 mmol) in THF (15 mL). After 7 min thiolacetic acid (1.25 mL, 17.5 mmol) in THF (15 mL) was added followed by, after 7 min, the resultant compound from Example 112 (2.789 g, 13.46 mmol). The mixture was stirred at -78 ° C. for 1 h and at room temperature for 20 h, and was then evaporated and chromatographed on silica gel with 20% ethyl acetate in hexane affording ...